The task is: describe an organic reaction: reactants, conditions, products, and yield. This data is from the Open Reaction Database (ORD), a public repository of structured organic reaction records. Starting materials: CCCCCCCCc1ccc(C2CC(O)CO2)cc1, ClCCl, O=[Cr](=O)([O-])Cl, c1cc[nH+]cc1. Yields the product CCCCCCCCc1ccc(C2CC(=O)CO2)cc1. As a reaction SMILES: [CH2:1]([CH2:2][CH2:3][CH2:4][CH2:5][CH2:6][CH2:7][CH3:8])[c:9]1[cH:10][cH:11][c:12]([CH:15]2[CH2:16][CH:17]([OH:20])[CH2:18][O:19]2)[cH:13][cH:14]1.[Cl:32][CH2:33][Cl:34].[O:21]=[Cr:22]([Cl:23])([O-:24])=[O:25].[nH+:26]1[cH:27][cH:28][cH:29][cH:30][cH:31]1>>[CH2:1]([CH2:2][CH2:3][CH2:4][CH2:5][CH2:6][CH2:7][CH3:8])[c:9]1[cH:10][cH:11][c:12]([CH:15]2[CH2:16][C:17](=[O:20])[CH2:18][O:19]2)[cH:13][cH:14]1. Starting materials: K2SO4, C(C(=C)CC(=O)[O-])(=O)[O-].[K+].[K+] (potassium itaconate), OS(=O)(=O)O (H2SO4). Yields the product C(C(=C)CC(=O)O)(=O)O (itaconic acid), C(C(=C)CC(=O)[O-])(=O)[O-].[K+].[K+] (potassium itaconate). Reaction SMILES: [C:1]([O-:9])(=[O:8])[C:2]([CH2:4][C:5]([O-:7])=[O:6])=[CH2:3].[K+:10].[K+].OS(O)(=O)=O>>[C:1]([OH:9])(=[O:8])[C:2]([CH2:4][C:5]([OH:7])=[O:6])=[CH2:3].[C:1]([O-:9])(=[O:8])[C:2]([CH2:4][C:5]([O-:7])=[O:6])=[CH2:3].[K+:10].[K+:10] |f:0.1.2,5.6.7|. Procedure details: In this example, a 4% potassium itaconate solution was reacted with 5% H2SO4. In addition to 86 g of K2SO4, 64 g of itaconic acid were produced from 104 g of potassium itaconate.